This data is from the Open Reaction Database (ORD), a public repository of structured organic reaction records. The task is: describe an organic reaction: reactants, conditions, products, and yield Run at time 1 hour. Product: FC1=CC=C(CNC(=O)C2=NC(=C3C=CC=NC3=C2O)N2S(CCN(CC2)C(=O)OC(C)(C)C)(=O)=O)C=C1 (tert-butyl 2-(7-{[(4-fluorobenzyl)amino]carbonyl}-8-hydroxy-1,6-naphthyridin-5-yl)-1,2,5-thiadiazepane-5-carboxylate 1,1-dioxide). The reactants are BrC1=C2C=CC=NC2=C(C(=N1)C(=O)NCC1=CC=C(C=C1)F)O (5-bromo-N-(4-fluorobenzyl)-8-hydroxy-1,6-naphthyridine-7-carboxamide), S1(NCCN(CC1)C(=O)OC(C)(C)C)(=O)=O (tert-butyl 1,2,5-thiadiazepane-5-carboxylate 1,1-dioxide), Cu2O. Run in N1=CC=CC=C1 (pyridine). As a reaction SMILES: Br[C:2]1[N:11]=[C:10]([C:12]([NH:14][CH2:15][C:16]2[CH:21]=[CH:20][C:19]([F:22])=[CH:18][CH:17]=2)=[O:13])[C:9]([OH:23])=[C:8]2[C:3]=1[CH:4]=[CH:5][CH:6]=[N:7]2.[S:24]1(=[O:39])(=[O:38])[CH2:30][CH2:29][N:28]([C:31]([O:33][C:34]([CH3:37])([CH3:36])[CH3:35])=[O:32])[CH2:27][CH2:26][NH:25]1>N1C=CC=CC=1>[F:22][C:19]1[CH:20]=[CH:21][C:16]([CH2:15][NH:14][C:12]([C:10]2[C:9]([OH:23])=[C:8]3[C:3]([CH:4]=[CH:5][CH:6]=[N:7]3)=[C:2]([N:25]3[CH2:26][CH2:27][N:28]([C:31]([O:33][C:34]([CH3:35])([CH3:36])[CH3:37])=[O:32])[CH2:29][CH2:30][S:24]3(=[O:39])=[O:38])[N:11]=2)=[O:13])=[CH:17][CH:18]=1. Reported procedure: To a solution of 5-bromo-N-(4-fluorobenzyl)-8-hydroxy-1,6-naphthyridine-7-carboxamide (0.188 g, 0.50 mmol), tert-butyl 1,2,5-thiadiazepane-5-carboxylate 1,1-dioxide (0.12 g, 0.45 mmol) and Cu2O (0.071 g, 0.50 mmol) in pyridine (3 mL) were heated at reflux for 16 hr. The reaction was filtered and the solids washed with CHCl3 (100 mL). The filtrate was stirred for 1 hr with disodium ethylenediamine tetraacetate (0.2 g in water 10 mL) in the presence of air. The organic extracts were stirred for 1 ...